Dataset: the Open Reaction Database (ORD), a public repository of structured organic reaction records. Task: describe an organic reaction: reactants, conditions, products, and yield Starting materials: COC1=C2C=CNC2=CC=C1 (4-methoxy-1H-indole), N1=CC=CC=C1 (pyridine), ClC(C(=O)Cl)(Cl)Cl (trichloroacetyl chloride). The solvent is ClCCl (dichloromethane), ClCCl (dichloromethane). Conditions: temperature 0 celsius, time 1.5 hour. The product is COC1=C2C(=CNC2=CC=C1)C(C(Cl)(Cl)Cl)=O (4-methoxy-3-trichloroacetyl-1H-indole). As a reaction SMILES: [CH3:1][O:2][C:3]1[CH:11]=[CH:10][CH:9]=[C:8]2[C:4]=1[CH:5]=[CH:6][NH:7]2.N1C=CC=CC=1.[Cl:18][C:19]([Cl:24])([Cl:23])[C:20](Cl)=[O:21]>ClCCl>[CH3:1][O:2][C:3]1[CH:11]=[CH:10][CH:9]=[C:8]2[C:4]=1[C:5]([C:20](=[O:21])[C:19]([Cl:24])([Cl:23])[Cl:18])=[CH:6][NH:7]2. Procedure details: To a solution of 4-methoxy-1H-indole (7.15 g, 49 mmol) and pyridine (19.7 mL, 243 mmol) in dichloromethane (50 mL) at 0° C. under nitrogen was added dropwise a solution of trichloroacetyl chloride (27.1 mL, 243 mmol) in dichloromethane (50 mL). After stirring at 0° C. for an additional 1.5 h, the mixture was concentrated in vacuo. The residue was taken up in the minimal volume of methanol necessary and placed in a freezer overnight. The precipitate was filtered, rinsed well with methanol, and dr... The reactants are Brc1cccc(Br)n1, [Li]CCCC, C1CCOC1, CC(=O)c1ccccc1. Yields the product CC(O)(c1ccccc1)c1cccc(Br)n1. Reaction SMILES: [Br:6][c:7]1[n:8][c:9]([Br:13])[cH:10][cH:11][cH:12]1.[CH2:1]([Li:2])[CH2:3][CH2:4][CH3:5].[CH2:23]1[O:24][CH2:25][CH2:26][CH2:27]1.[CH3:14][C:15](=[O:16])[c:17]1[cH:18][cH:19][cH:20][cH:21][cH:22]1>>[c:7]1([C:15]([CH3:14])([OH:16])[c:17]2[cH:18][cH:19][cH:20][cH:21][cH:22]2)[n:8][c:9]([Br:13])[cH:10][cH:11][cH:12]1. The reactants are FC1=CC=C(C=C1)C(C(=O)O)(CC)C (2-(4-fluorophenyl)-2-methylbutyric acid), [H-].[Al+3].[Li+].[H-].[H-].[H-] (lithium aluminum hydride), [H-].[Al+3].[Li+].[H-].[H-].[H-] (lithium aluminum hydride), O (water), C(C)O (ethanol). Solvent: O1CCCC1 (tetrahydrofuran), O1CCCC1 (tetrahydrofuran). Product: FC1=CC=C(C=C1)C(CO)(CC)C (2-(4-fluorophenyl)-2-methylbutyl alcohol). The yield is 93.3%. RXN SMILES: [F:1][C:2]1[CH:7]=[CH:6][C:5]([C:8]([CH3:14])([CH2:12][CH3:13])[C:9](O)=[O:10])=[CH:4][CH:3]=1.[H-].[Al+3].[Li+].[H-].[H-].[H-].C(O)C.O>O1CCCC1>[F:1][C:2]1[CH:3]=[CH:4][C:5]([C:8]([CH3:14])([CH2:12][CH3:13])[CH2:9][OH:10])=[CH:6][CH:7]=1 |f:1.2.3.4.5.6|. Procedure details: A solution of 3.0 g of 2-(4-fluorophenyl)-2-methylbutyric acid in 10 ml of tetrahydrofuran was added dropwise to a mixture of 20 ml of tetrahydrofuran and 0.5 g of lithium aluminum hydride at 40° C. The temperature was then elevated and the mixture was refluxed for 30 minutes. The mixture was cooled to room temperature and ethanol was added dropwise to the mixture to decompose excessive lithium aluminum hydride. Then, water was added to the mixture to complete the decomposition. The formed preci... Reaction SMILES: [CH2:1]([N:4]([CH2:10][CH:11]=O)[C:5](=[O:9])[O:6][CH2:7][CH3:8])[CH:2]=[CH2:3].[CH2:13]([NH:20][C@H:21](C(O)=O)[CH3:22])[C:14]1[CH:19]=[CH:18][CH:17]=[CH:16][CH:15]=1>C1(C)C=CC=CC=1>[CH2:13]([N:20]1[CH:21]([CH3:22])[CH2:3][CH:2]2[CH:11]1[CH2:10][N:4]([C:5]([O:6][CH2:7][CH3:8])=[O:9])[CH2:1]2)[C:14]1[CH:19]=[CH:18][CH:17]=[CH:16][CH:15]=1. Yields the product C(C1=CC=CC=C1)N1C2CN(CC2CC1C)C(=O)OCC (Ethyl 2-benzyl-3-methyl-2,7-diazabicyclo[3.3.0]-octane-7-carboxylate). Run in C1(=CC=CC=C1)C (toluene). The reactants are 42.8, C(C=C)N(C(OCC)=O)CC=O (ethyl N-allyl-N-(2-oxo -ethyl)-carbamate), C(C1=CC=CC=C1)N[C@@H](C)C(=O)O (N-benzylalanine). Reported procedure: 42.8 (0.25 mol) of ethyl N-allyl-N-(2-oxo -ethyl)-carbamate are heated under reflux overnight with 44.8 g (0.25 mol) of N-benzylalanine in 750 ml of toluene. The mixture is concentrated and the residue is distilled twice.